Dataset: the Open Reaction Database (ORD), a public repository of structured organic reaction records. Task: describe an organic reaction: reactants, conditions, products, and yield The product is C(C)OC(C(C)(C)SC1=C(C=C(C=C1)C#N)F)=O (2-(4-cyano-2-fluoro-phenylsulfanyl)-2-methyl-propionic acid ethyl ester). Procedure: To a solution of 3 g (22 mmol) of 4-amino-3-fluoro-benzonitrile in acetic acid (60 mL) at 0° C. were added 20 mL of sulfuric acid and the mixture was cooled to 0° C. A solution of 2.03 g (29.4 mmol) of sodium nitrite in water (15 mL) was added dropwise over 10 min whilst maintaining the temperature below 10° C. The resulting solution was stirred at 0° C. for 20 min, then 0.5 g (832 mmol) of urea were added and the mixture was stirred for 5 min at 0° C. To this solution was added a solution of 4.... The yield is 18.7%. Reactants: NC1=C(C=C(C#N)C=C1)F (4-amino-3-fluoro-benzonitrile), S(O)(O)(=O)=O (sulfuric acid), O(C(=S)[S-])CC.[K+] (potassium ethyl xanthate), NC(=O)N (urea), N(=O)[O-].[Na+] (sodium nitrite), BrC(C(=O)OCC)(C)C (ethyl α-bromoisobutyrate), [OH-].[K+] (potassium hydroxide). Reagents/catalysts: [Cu](I)I (copper iodide). RXN SMILES: N[C:2]1[CH:9]=[CH:8][C:5]([C:6]#[N:7])=[CH:4][C:3]=1[F:10].S(=O)(=O)(O)O.N([O-])=O.[Na+].NC(N)=O.O(CC)C([S-])=[S:26].[K+].[OH-].[K+].Br[C:34]([CH3:41])([CH3:40])[C:35]([O:37][CH2:38][CH3:39])=[O:36]>C(O)(=O)C.O.[Cu](I)I>[CH2:38]([O:37][C:35](=[O:36])[C:34]([S:26][C:2]1[CH:9]=[CH:8][C:5]([C:6]#[N:7])=[CH:4][C:3]=1[F:10])([CH3:41])[CH3:40])[CH3:39] |f:2.3,5.6,7.8|. The solvent is O (water), C(C)(=O)O (acetic acid), O (water), O (water). Reaction conditions: temperature 0 celsius, time 20 minute. Product: COC1=C(C(=CC=C1)[N+](=O)[O-])CCO (2-(2-methoxy-6-nitrophenyl)-1-ethanol). The solvent is O (water), C(C)(=O)OCC (ethyl acetate), CS(=O)C (dimethylsulfoxide). The reactants are CC1=C(C=CC=C1[N+](=O)[O-])OC (2-methyl-3-nitroanisole), C=O (paraformaldehyde), CC(C)([O-])C.[K+].C1CCOC1 (Potassium t-butoxide THF). Reaction conditions: time 8 hour. RXN SMILES: [CH3:1][C:2]1[C:7]([N+:8]([O-:10])=[O:9])=[CH:6][CH:5]=[CH:4][C:3]=1[O:11][CH3:12].C=O.C[C:16](C)([O-:18])C.[K+].C1COCC1>CS(C)=O.O.C(OCC)(=O)C>[CH3:12][O:11][C:3]1[CH:4]=[CH:5][CH:6]=[C:7]([N+:8]([O-:10])=[O:9])[C:2]=1[CH2:1][CH2:16][OH:18] |f:2.3.4|. Yield: 71.0%. Procedure: In a dry 25 mL flask 0.17 mg (1.0 mmol) of 2-methyl-3-nitroanisole is combined with 30 mg (0.97 mmol) paraformaldehyde in 7 mL of dimethylsulfoxide (sure-seal). This solution is treated with 1M Potassium t-butoxide/THF (0.20 mL) with the reaction mixture becoming bright red in color. After 2 hours the reaction mixture is diluted with water and ethyl acetate is added. The layers are separated followed by two ethyl acetate extractions. The organics are combined, washed with brine, dried over MgSO4... The reactants are C(C)(=O)NC1=C(C(=C(C(=C1)C)OC)C)Br (4-acetamido-3-bromo-2,6-dimethylanisole), C(C=C)N(C(C)=O)C1=C(C(=C(C(=C1)C)OC)C)Br (N-Allyl-4-acetamido-3-bromo-2,6-dimethylanisole), C(C=C)Br (allyl bromide). The product is CC(CN(C(C)=O)C1=C(C(=C(C(=C1)C)OC)C)Br)=C (N-(2-Methyl-2-propenyl)-4-acetamido-3-bromo-2,6-dimethylanisole). Isolated yield 86.0%. As a reaction SMILES: [C:1]([NH:4][C:5]1[CH:10]=[C:9]([CH3:11])[C:8]([O:12][CH3:13])=[C:7]([CH3:14])[C:6]=1[Br:15])(=[O:3])[CH3:2].C(N(C1C=C(C)[C:26](OC)=[C:25]([CH3:32])[C:24]=1Br)C(=O)C)C=C.C(Br)C=C>>[CH3:26][C:25](=[CH2:24])[CH2:32][N:4]([C:5]1[CH:10]=[C:9]([CH3:11])[C:8]([O:12][CH3:13])=[C:7]([CH3:14])[C:6]=1[Br:15])[C:1](=[O:3])[CH3:2]. Reported procedure: Treatment of 4-acetamido-3-bromo-2,6-dimethylanisole (2.7 g, 10 mmol) according to a procedure similar to the one used for making compound 8, substituting methallylbromide for allyl bromide, afforded 14 (2.8 g, 86% yield) as a viscous liquid. Spectral data: 1H NMR (250 MHz): δ 1.71 (s, 3H), 1.75 (s, 3H), 2.18 (s, 3H), 2.33 (s, 3H), 3.26 (d, 1H, J=15 Hz), 3.66 (s, 3H), 4.62 (s, 1H), 4.75 (s, 1H), 4.82 (d, 1H, J=15 Hz), 6.82 (s, 1H). Reactants: C(#N)[BH3-].[Na+] (sodium cyanoborohydride), C(C)(C)OC=1C=C2CC(C(C2=CC1[N+](=O)[O-])=O)C1CCNCC1 (5-isopropoxy-6-nitro-2-piperidin-4-yl-indan-1-one), C=O (formaldehyde). Reagents/catalysts: CC(=O)O (AcOH). Run in C1CCOC1 (THF), CO (methanol). Conditions: time 1 hour. The product is C(C)(C)OC=1C=C2CC(C(C2=CC1[N+](=O)[O-])=O)C1CCN(CC1)C (5-isopropoxy-2-(1-methyl-piperidin-4-yl)-6-nitro-indan-1-one). RXN SMILES: [CH:1]([O:4][C:5]1[CH:6]=[C:7]2[C:11](=[CH:12][C:13]=1[N+:14]([O-:16])=[O:15])[C:10](=[O:17])[CH:9]([CH:18]1[CH2:23][CH2:22][NH:21][CH2:20][CH2:19]1)[CH2:8]2)([CH3:3])[CH3:2].C=O.[C:26]([BH3-])#N.[Na+]>C1COCC1.CO.CC(O)=O>[CH:1]([O:4][C:5]1[CH:6]=[C:7]2[C:11](=[CH:12][C:13]=1[N+:14]([O-:16])=[O:15])[C:10](=[O:17])[CH:9]([CH:18]1[CH2:23][CH2:22][N:21]([CH3:26])[CH2:20][CH2:19]1)[CH2:8]2)([CH3:3])[CH3:2] |f:2.3|. Procedure details: To a solution of 5-isopropoxy-6-nitro-2-piperidin-4-yl-indan-1-one (Example 1, Step 5) in THF (5 mL) and methanol (5 mL) is added formaldehyde (104.2 uL, 1.39 mmol) and 10 drops of AcOH sequentially. The reaction mixture is stirred at room temperature for 1 h, then sodium cyanoborohydride (175.1 mg, 2.78 mmol) is added in one portion, and the reaction is stirred for an additional 30 min. The reaction is quenched by saturated aqueous NH4Cl and concentrated in vacuo to give an oily residue. This o... Starting materials: [H-].[Na+] (sodium hydride), C1(=CC=CC=C1)C1OC(CN1C(C)C)CO (2-phenyl-3-isopropyl-5-hydroxymethyloxazolidine), ClC1=NC(=CC=C1)COC1OCCCC1 (2-chloro-6-(tetrahydro-2-pyranyloxy)methylpyridine). Reaction SMILES: C1(C2[N:11]([CH:12]([CH3:14])[CH3:13])[CH2:10][CH:9]([CH2:15][OH:16])[O:8]2)C=CC=CC=1.[H-].[Na+].Cl[C:20]1[CH:25]=[CH:24][CH:23]=[C:22]([CH2:26][O:27]C2CCCCO2)[N:21]=1>CN(C)C=O>[CH:12]([NH:11][CH2:10][CH:9]([OH:8])[CH2:15][O:16][C:20]1[CH:25]=[CH:24][CH:23]=[C:22]([CH2:26][OH:27])[N:21]=1)([CH3:14])[CH3:13] |f:1.2|. The product is C(C)(C)NCC(COC1=NC(=CC=C1)CO)O (1-isopropylamino-3-(6-hydroxymethyl-2-pyridyloxy)-2-propanol). Run in CN(C=O)C (dimethyl formamide), CN(C=O)C (dimethyl formamide). Yield: 41.6%. Procedure: 22.2 g of 2-phenyl-3-isopropyl-5-hydroxymethyloxazolidine was dissolved in 130 ml of anhydrous dimethyl formamide, and with stirring, 50% sodium hydride was added. To the resulting solution was added a solution of 22.75 g of 2-chloro-6-(tetrahydro-2-pyranyloxy)methylpyridine in 250 ml of anhydrous dimethyl formamide. The mixture was stirred at 80° C. for 1 hour. After the reaction, the solvent was distilled off under reduced pressure, and 500 ml of 10% hydrochloric acid was added. The mixture wa... Starting materials: CC1(C)OC2CC(COC(=O)c3ccccc3)OC2O1, C[O-], CO, Cl, [Na+]. Product: CC1(C)OC2CC(CO)OC2O1. As a reaction SMILES: [CH3:1][C:2]1([CH3:20])[O:3][CH:4]2[CH:5]([O:6]1)[O:7][CH:8]([CH2:10][O:11][C:12](=[O:13])[c:14]1[cH:15][cH:16][cH:17][cH:18][cH:19]1)[CH2:9]2.[CH3:21][O-:22].[CH3:25][OH:26].[ClH:24].[Na+:23]>>[CH3:1][C:2]1([CH3:20])[O:3][CH:4]2[CH:5]([O:6]1)[O:7][CH:8]([CH2:10][OH:11])[CH2:9]2. The yield is 146.2%. RXN SMILES: [NH2:1][C:2]1[S:3][C:4]([S:7][CH3:8])=[N:5][N:6]=1.Cl[CH2:10][CH:11]=O.C(N(C(C)C)CC)(C)C.O>C(O)CCC>[CH3:8][S:7][C:4]1[S:3][C:2]2=[N:1][CH:10]=[CH:11][N:6]2[N:5]=1. The product is CSC1=NN2C(S1)=NC=C2 (2-Methylsulfanyl-imidazo[2,1-b][1,3,4]thiadiazole). Run at time 18 hour. Starting materials: O (water), NC=1SC(=NN1)SC (2-Amino-5-methylthio-1,3,4-thiadiazole), C(C)(C)N(CC)C(C)C (Diisopropyethylamine), ClCC=O (chloroacetaldehyde). Run in C(CCC)O (1-butanol). Procedure: 2-Amino-5-methylthio-1,3,4-thiadiazole (10.00 g; 67.92 mmol; 1.00 eq.) was reluxed in 1-butanol (100.00 ml) until complete dissolution of starting material. Then, chloroacetaldehyde (21.91 ml; 169.81 mmol; 2.50 eq.) was slowly added and the reaction was refluxed for 2 h. Diisopropyethylamine (11.63 ml) was slowly added over 2 h using a syringe pump. After 18 h, the reaction was allowed to cool to room temperature. Then, water was added and the aqueous phase was extracted 4 times with EtOAc. The ... The reactants are ethyl esters, 1-menthyl esters, acid chloride, C1(CC(C(CC1)C(C)C)O)C ((-)-menthol), C1(=CC=CC=C1)[C@H]1[C@@H](C1)C(=O)[O-] (trans-2-phenylcyclopropanecarboxylate), [N+](=[N-])=CC(=O)OCC (ethyl diazoacetate), C=CC1=CC=CC=C1 (styrene), C1(=CC=CC=C1)[C@H]1[C@@H](C1)C(=O)OCC (ethyl (1R,2R)-2-phenylcyclopropanecarboxylate). Run in ClCCl (dichloromethane), ClCCl (dichloromethane), ClCCl (dichloromethane). Yields the product C1(=CC=CC=C1)C1C(C1)C(=O)OCC (Ethyl 2-Phenylcyclopropanecarboxylate). RXN SMILES: C=CC1C=CC=CC=1.[N+](=CC(OCC)=O)=[N-].[C:17]1([C@@H:23]2[CH2:25][C@H:24]2[C:26]([O:28][CH2:29][CH3:30])=[O:27])[CH:22]=[CH:21][CH:20]=[CH:19][CH:18]=1.C1(C)CCC(C(C)C)C(O)C1.C1([C@@H]2C[C@H]2C([O-])=O)C=CC=CC=1>ClCCl>[C:17]1([CH:23]2[CH2:25][CH:24]2[C:26]([O:28][CH2:29][CH3:30])=[O:27])[CH:22]=[CH:21][CH:20]=[CH:19][CH:18]=1. Procedure details: To a mixture of styrene (2.15g, 20.7 mmol) and Rh2 (4S-BNOX)4 (0.0113 g, 0.0131 mmol) in 5.0 mL of anhydrous dichloromethane was added, by syringe at room temperature, ethyl diazoacetate (0298 g, 2.62 mmol) in 3.0 mL of dichloromethane under nitrogen and at an addition rate of 0.8 mL/h (syringe pump). After addition was complete, the dichloromethane solution was passed through a plug of neutral alumina to separate the catalyst, and solvent and excess styrene were removed under reduced pressure G... The reactants are ClC1=CC=C(C=C1)N1N=C2C(=CNC=3CCC(CC23)OC(=O)OCC2=CC=CC=C2)C1=O (2-p-chlorophenyl-8-benzyloxycarbonyloxy-2,3,6,7,8,9-hexahydropyrazolo[4,3-c]quinolin-3(5H)-one), [H][H] (hydrogen). RXN SMILES: [Cl:1][C:2]1[CH:7]=[CH:6][C:5]([N:8]2[C:31](=[O:32])[C:11]3=[CH:12][NH:13][C:14]4[CH2:15][CH2:16][CH:17]([O:20]C(OCC5C=CC=CC=5)=O)[CH2:18][C:19]=4[C:10]3=[N:9]2)=[CH:4][CH:3]=1.[H][H]>CN(C=O)C.CCO.[Pd]>[Cl:1][C:2]1[CH:7]=[CH:6][C:5]([N:8]2[C:31](=[O:32])[C:11]3=[CH:12][NH:13][C:14]4[CH2:15][CH2:16][CH:17]([OH:20])[CH2:18][C:19]=4[C:10]3=[N:9]2)=[CH:4][CH:3]=1. Procedure: 2-p-chlorophenyl-8-benzyloxycarbonyloxy-2,3,6,7,8,9-hexahydropyrazolo[4,3-c]quinolin-3(5H)-one (1.60 g) is dissolved in 100 mL of 1:1 mixture of DMF and EtOH and subjected to catalytic hydrogenation with 10% palladium on carbon (0.4 g) for 24 hours under one atmosphere pressure of hydrogen. After the reaction is complete the catalyst is filtered off and the filtrate is evaporated to dryness. The residue is triturated with EtOH to obtain 2-p-chlorophenyl-8-hydroxy-2,3,6,7,8,9-hexahydropyrazolo[4,... Run in CN(C)C=O (DMF), CCO (EtOH). Reagents/catalysts: [Pd] (palladium on carbon). The product is ClC1=CC=C(C=C1)N1N=C2C(=CNC=3CCC(CC23)O)C1=O (2-p-chlorophenyl-8-hydroxy-2,3,6,7,8,9-hexahydropyrazolo[4,3-c]quinolin-3(5H)-one).